This data is from the Open Reaction Database (ORD), a public repository of structured organic reaction records. The task is: describe an organic reaction: reactants, conditions, products, and yield The solvent is COCCOC (DME). Yields the product C(C)OC(CC1=CC=C(C=C1)C1=CC=C(C=C1)C1=C(C(=NO1)C)NC(=O)O[C@H](C)C1=CC=CC=C1)=O ({4′-[3-Methyl-4-((R)-1-phenyl-ethoxycarbonylamino)-isoxazol-5-yl]-biphenyl-4-yl}-acetic acid ethyl ester). Starting materials: C1(=CC=CC=C1)[C@@H](C)OC(NC=1C(=NOC1C1=CC=C(C=C1)Br)C)=O ([5-(4-Bromo-phenyl)-3-methyl-isoxazol-4-yl]-carbamic acid (R)-1-phenyl-ethyl ester), C(C)OC(CC1=CC=C(C=C1)B1OC(C(O1)(C)C)(C)C)=O ([4-(4,4,5,5-tetramethyl-[1,3,2]dioxaborolan-2-yl)-phenyl]-acetic acid ethyl ester), C([O-])(O)=O.[Na+] (sodium bicarbonate). Reaction conditions: temperature 90 celsius, time 8 hour. Reagents/catalysts: Cl[Pd]Cl.C1(=CC=CC=C1)P([C-]1C=CC=C1)C1=CC=CC=C1.[C-]1(C=CC=C1)P(C1=CC=CC=C1)C1=CC=CC=C1.[Fe+2] ((1,1′-Bis(diphenylphosphino)ferrocene)-dichloropalladium(II)). Reported procedure: [5-(4-Bromo-phenyl)-3-methyl-isoxazol-4-yl]-carbamic acid (R)-1-phenyl-ethyl ester (39 g, 97.2 mmol), [4-(4,4,5,5-tetramethyl-[1,3,2]dioxaborolan-2-yl)-phenyl]-acetic acid ethyl ester (31 g, 107 mmol), and sodium bicarbonate (32.6 g, 389 mmol) were combined in 3:1 DME:H2O (500 mL), and the mixture was purged with N2 for 15 minutes. (1,1′-Bis(diphenylphosphino)ferrocene)-dichloropalladium(II) (2.13 g, 2.91 mmol) was added, and the reaction was purged with N2 for an additional 10 minutes and then ... As a reaction SMILES: [C:1]1([C@H:7]([O:9][C:10](=[O:25])[NH:11][C:12]2[C:13]([CH3:24])=[N:14][O:15][C:16]=2[C:17]2[CH:22]=[CH:21][C:20](Br)=[CH:19][CH:18]=2)[CH3:8])[CH:6]=[CH:5][CH:4]=[CH:3][CH:2]=1.[CH2:26]([O:28][C:29](=[O:46])[CH2:30][C:31]1[CH:36]=[CH:35][C:34](B2OC(C)(C)C(C)(C)O2)=[CH:33][CH:32]=1)[CH3:27].C(=O)(O)[O-].[Na+]>Cl[Pd]Cl.C1(P(C2C=CC=CC=2)[C-]2C=CC=C2)C=CC=CC=1.[C-]1(P(C2C=CC=CC=2)C2C=CC=CC=2)C=CC=C1.[Fe+2].COCCOC>[CH2:26]([O:28][C:29](=[O:46])[CH2:30][C:31]1[CH:36]=[CH:35][C:34]([C:20]2[CH:21]=[CH:22][C:17]([C:16]3[O:15][N:14]=[C:13]([CH3:24])[C:12]=3[NH:11][C:10]([O:9][C@@H:7]([C:1]3[CH:6]=[CH:5][CH:4]=[CH:3][CH:2]=3)[CH3:8])=[O:25])=[CH:18][CH:19]=2)=[CH:33][CH:32]=1)[CH3:27] |f:2.3,4.5.6.7|. The product is CC1(C)Cc2cc(C(=O)O)ccc2NC1c1cc(F)cc(N2CCCC2)c1. Starting materials: CCOC(=O)c1ccc2c(c1)CC(C)(C)C(c1cc(F)cc(N3CCCC3)c1)N2, CO, Cl, [Li+], C1CCOC1, [OH-], O, O. Reaction SMILES: [CH2:1]([CH3:2])[O:3][C:4](=[O:5])[c:6]1[cH:7][c:8]2[c:13]([cH:14][cH:15]1)[NH:12][CH:11]([c:16]1[cH:17][c:18]([F:27])[cH:19][c:20]([N:22]3[CH2:23][CH2:24][CH2:25][CH2:26]3)[cH:21]1)[C:10]([CH3:28])([CH3:29])[CH2:9]2.[CH3:35][OH:36].[ClH:34].[Li+:32].[O:37]1[CH2:38][CH2:39][CH2:40][CH2:41]1.[OH-:31].[OH2:30].[OH2:33]>>[O:3]=[C:4]([OH:5])[c:6]1[cH:7][c:8]2[c:13]([cH:14][cH:15]1)[NH:12][CH:11]([c:16]1[cH:17][c:18]([F:27])[cH:19][c:20]([N:22]3[CH2:23][CH2:24][CH2:25][CH2:26]3)[cH:21]1)[C:10]([CH3:28])([CH3:29])[CH2:9]2. The reactants are C(C)(C)(C)OC(=O)N1[C@@H](CNCC1)C ((R)-2-methyl-piperazine-1-carboxylic acid tert-butyl ester), C(C)(C)(C)OC(=O)N1[C@@H](CN([C@H](C1)COC)CC(=O)O)C ((2R,5R)-4-carboxymethyl-5-methoxymethyl-2-methyl-piperazine-1-carboxylic acid tert-butyl ester). Product: C(C)(C)(C)OC(=O)N1[C@@H](CN(CC1)CC(=O)O)C ((R)-4-Carboxymethyl-2-methyl-piperazine-1-carboxylic acid tert-butyl ester). Reaction SMILES: C(OC(N1CCNC[C@H]1C)=O)(C)(C)C.[C:15]([O:19][C:20]([N:22]1[CH2:27][C@H:26](COC)[N:25]([CH2:31][C:32]([OH:34])=[O:33])[CH2:24][C@H:23]1[CH3:35])=[O:21])([CH3:18])([CH3:17])[CH3:16]>>[C:15]([O:19][C:20]([N:22]1[CH2:27][CH2:26][N:25]([CH2:31][C:32]([OH:34])=[O:33])[CH2:24][C@H:23]1[CH3:35])=[O:21])([CH3:18])([CH3:16])[CH3:17]. Reported procedure: Prepared from (R)-2-methyl-piperazine-1-carboxylic acid tert-butyl ester in an analogous manner to that described for (2R,5R)-4-carboxymethyl-5-methoxymethyl-2-methyl-piperazine-1-carboxylic acid tert-butyl ester in Preparations 13 and 14. 1H NMR (Me-d3-OD): 4.51-4.42 (1H, m), 4.10-3.99 (1H, m), 3.58 (1H, d), 3.53-3.39 (2H, m), 3.28 (1H, s), 2.99-2.82 (2H, m), 1.49 (9H, s), 1.36 (3H, d). The reactants are O=S(=O)(Nc1nccs1)c1ccc(Br)cc1, Cc1ccccc1, COc1cccc(OC)c1-c1ccccc1P(C1CCCCC1)C1CCCCC1, O=C(C=Cc1ccccc1)C=Cc1ccccc1, O=C(C=Cc1ccccc1)C=Cc1ccccc1, O=C(C=Cc1ccccc1)C=Cc1ccccc1, O=C(O)C1CCNC1, [Pd], [Pd]. The product is O=C(O)C1CCN(c2ccc(S(=O)(=O)Nc3nccs3)cc2)C1. Reaction SMILES: [Br:1][c:2]1[cH:3][cH:4][c:5]([S:8](=[O:9])(=[O:10])[NH:11][c:12]2[s:13][cH:14][cH:15][n:16]2)[cH:6][cH:7]1.[CH3:54][c:55]1[cH:56][cH:57][cH:58][cH:59][cH:60]1.[CH:25]1([P:26]([CH:27]2[CH2:28][CH2:29][CH2:30][CH2:31][CH2:32]2)[c:33]2[cH:34][cH:35][cH:36][cH:37][c:38]2-[c:39]2[c:40]([O:41][CH3:42])[cH:43][cH:44][cH:45][c:46]2[O:47][CH3:48])[CH2:49][CH2:50][CH2:51][CH2:52][CH2:53]1.[CH:63](=[CH:64][C:65]([CH:66]=[CH:67][c:68]1[cH:69][cH:70][cH:71][cH:72][cH:73]1)=[O:74])[c:75]1[cH:76][cH:77][cH:78][cH:79][cH:80]1.[CH:81](=[CH:82][C:83]([CH:84]=[CH:85][c:86]1[cH:87][cH:88][cH:89][cH:90][cH:91]1)=[O:92])[c:93]1[cH:94][cH:95][cH:96][cH:97][cH:98]1.[CH:99](=[CH:100][C:101]([CH:102]=[CH:103][c:104]1[cH:105][cH:106][cH:107][cH:108][cH:109]1)=[O:110])[c:111]1[cH:112][cH:113][cH:114][cH:115][cH:116]1.[NH:17]1[CH2:18][CH:19]([C:22](=[O:23])[OH:24])[CH2:20][CH2:21]1.[Pd:61].[Pd:62]>>[c:2]1([N:17]2[CH2:18][CH:19]([C:22](=[O:23])[OH:24])[CH2:20][CH2:21]2)[cH:3][cH:4][c:5]([S:8](=[O:9])(=[O:10])[NH:11][c:12]2[s:13][cH:14][cH:15][n:16]2)[cH:6][cH:7]1. Starting materials: C(CCCCCCCCCC)I (undecyl iodide), [Na] (sodium), C(CC(=O)C)(=O)OCC (ethyl acetoacetate). The solvent is C(C)O (ethanol). The product is C(CCCCCCCCCC)C(C(=O)OCC)C(=O)C (Ethyl 2-(n-undecyl)-acetoacetate), anilinocrotonic ester. Reaction SMILES: [CH2:1](I)[CH2:2][CH2:3][CH2:4][CH2:5][CH2:6][CH2:7][CH2:8][CH2:9][CH2:10][CH3:11].[Na].[C:14]([O:20][CH2:21][CH3:22])(=[O:19])[CH2:15][C:16]([CH3:18])=[O:17]>C(O)C>[CH2:1]([CH:15]([C:16]([CH3:18])=[O:17])[C:14]([O:20][CH2:21][CH3:22])=[O:19])[CH2:2][CH2:3][CH2:4][CH2:5][CH2:6][CH2:7][CH2:8][CH2:9][CH2:10][CH3:11] |^1:12|. Procedure: Ethyl 2-(n-undecyl)-acetoacetate was prepared from undecyl iodide (26.6.g) by reaction with an equivalent amount of the sodium derivative of ethyl acetoacetate in ethanol (5 hours, reflux temperature). After cooling the solvent is removed on a rotary evaporator, 300 ml of hexane is added to the residue, and the precipitate of salt is now easily filtered. The product is of sufficient purity (g.c-m.s.) to dispense with further work-up.Reaction of it (6.80 g) with 3,5-difluoroaniline (3.1 g) and 0.... Reactants: COC(=O)CCCCCCC1C(O)CC(OC2CCCCO2)C1C(O[SiH](C)C)C(C)(C)C, CC(=O)Cl, ClCCl, O, c1ccncc1. Product: COC(=O)CCCCCCC1C(OC(C)=O)CC(OC2CCCCO2)C1C(O[SiH](C)C)C(C)(C)C. Reaction SMILES: [C:1]([CH3:2])([CH3:3])([CH3:4])[CH:5]([CH:6]1[CH:7]([CH2:19][CH2:20][CH2:21][CH2:22][CH2:23][CH2:24][C:25](=[O:26])[O:27][CH3:28])[CH:8]([OH:18])[CH2:9][CH:10]1[O:11][CH:12]1[O:13][CH2:14][CH2:15][CH2:16][CH2:17]1)[O:29][SiH:30]([CH3:31])[CH3:32].[CH3:39][C:40]([Cl:41])=[O:42].[Cl:44][CH2:45][Cl:46].[OH2:43].[cH:33]1[cH:34][cH:35][n:36][cH:37][cH:38]1>>[C:1]([CH3:2])([CH3:3])([CH3:4])[CH:5]([CH:6]1[CH:7]([CH2:19][CH2:20][CH2:21][CH2:22][CH2:23][CH2:24][C:25](=[O:26])[O:27][CH3:28])[CH:8]([O:18][C:40]([CH3:39])=[O:42])[CH2:9][CH:10]1[O:11][CH:12]1[O:13][CH2:14][CH2:15][CH2:16][CH2:17]1)[O:29][SiH:30]([CH3:31])[CH3:32].